From a dataset of the Open Reaction Database (ORD), a public repository of structured organic reaction records. describe an organic reaction: reactants, conditions, products, and yield Reactants: CCOC(C)=O, C(=NC1CCCCC1)=NC1CCCCC1, CC(C)(C)NC(=O)C1CC2CCCCC2CN1CC(O)C(N)Cc1ccccc1, C1CCOC1, O=c1c2ccccc2nnn1O, NC(=O)CC(NC(=O)c1ccc2ccccc2n1)C(=O)O. Product: CC(C)(C)NC(=O)C1CC2CCCCC2CN1CC(O)C(Cc1ccccc1)NC(=O)C(CC(N)=O)NC(=O)c1ccc2ccccc2n1. Reaction SMILES: [CH3:83][CH2:84][O:85][C:86](=[O:87])[CH3:88].[CH:63]1([N:64]=[C:65]=[N:66][CH:67]2[CH2:68][CH2:69][CH2:70][CH2:71][CH2:72]2)[CH2:73][CH2:74][CH2:75][CH2:76][CH2:77]1.[NH2:22][CH:23]([CH:24]([CH2:25][N:26]1[CH2:27][CH:28]2[CH2:29][CH2:30][CH2:31][CH2:32][CH:33]2[CH2:34][CH:35]1[C:36](=[O:37])[NH:38][C:39]([CH3:40])([CH3:41])[CH3:42])[OH:43])[CH2:44][c:45]1[cH:46][cH:47][cH:48][cH:49][cH:50]1.[O:78]1[CH2:79][CH2:80][CH2:81][CH2:82]1.[OH:51][n:52]1[c:53](=[O:54])[c:55]2[cH:56][cH:57][cH:58][cH:59][c:60]2[n:61][n:62]1.[n:1]1[c:2]([C:11](=[O:12])[NH:13][CH:14]([CH2:15][C:16]([NH2:17])=[O:18])[C:19](=[O:20])[OH:21])[cH:3][cH:4][c:5]2[cH:6][cH:7][cH:8][cH:9][c:10]12>>[n:1]1[c:2]([C:11](=[O:12])[NH:13][CH:14]([CH2:15][C:16]([NH2:17])=[O:18])[C:19](=[O:21])[NH:22][CH:23]([CH:24]([CH2:25][N:26]2[CH2:27][CH:28]3[CH2:29][CH2:30][CH2:31][CH2:32][CH:33]3[CH2:34][CH:35]2[C:36](=[O:37])[NH:38][C:39]([CH3:40])([CH3:41])[CH3:42])[OH:43])[CH2:44][c:45]2[cH:46][cH:47][cH:48][cH:49][cH:50]2)[cH:3][cH:4][c:5]2[cH:6][cH:7][cH:8][cH:9][c:10]12. Reactants: CuBr, BrC=1C=C2C3(N=C(OC3)N(C(=O)OC(C)(C)C)C(=O)OC(C)(C)C)C3(COC3)COC2=CC1 (di-tert-butyl (6′-bromodispiro[1,3-oxazole-4,4′-chromene-3′,3″-oxetan]-2-yl)imidodicarbonate), COCC#C (3-methoxyprop-1-yne). Reagents/catalysts: C=1C=CC(=CC1)[P](C=2C=CC=CC2)(C=3C=CC=CC3)[Pd]([P](C=4C=CC=CC4)(C=5C=CC=CC5)C=6C=CC=CC6)([P](C=7C=CC=CC7)(C=8C=CC=CC8)C=9C=CC=CC9)[P](C=1C=CC=CC1)(C=1C=CC=CC1)C=1C=CC=CC1 (Pd(PPh3)4). Solvent: CCN(CC)CC (Et3N). Product: C(C)(C)(C)OC(=O)N(C(=O)OC(C)(C)C)C=1OCC2(C3=CC(=CC=C3OCC23COC3)C#CCOC)N1 (di-tert-butyl[6′-(3-methoxyprop-1-yn-1-yl)dispiro[1,3-oxazole-4,4′-chromene-3′,3″-oxetan]-2-yl]imidodicarbonate). Isolated yield 23.6%. As a reaction SMILES: Br[C:2]1[CH:3]=[C:4]2[C:31](=[CH:32][CH:33]=1)[O:30][CH2:29][C:25]1([CH2:28][O:27][CH2:26]1)[C:5]12[CH2:9][O:8][C:7]([N:10]([C:18]([O:20][C:21]([CH3:24])([CH3:23])[CH3:22])=[O:19])[C:11]([O:13][C:14]([CH3:17])([CH3:16])[CH3:15])=[O:12])=[N:6]1.[CH3:34][O:35][CH2:36][C:37]#[CH:38]>CCN(CC)CC.C1C=CC([P]([Pd]([P](C2C=CC=CC=2)(C2C=CC=CC=2)C2C=CC=CC=2)([P](C2C=CC=CC=2)(C2C=CC=CC=2)C2C=CC=CC=2)[P](C2C=CC=CC=2)(C2C=CC=CC=2)C2C=CC=CC=2)(C2C=CC=CC=2)C2C=CC=CC=2)=CC=1>[C:14]([O:13][C:11]([N:10]([C:7]1[O:8][CH2:9][C:5]2([N:6]=1)[C:25]1([CH2:26][O:27][CH2:28]1)[CH2:29][O:30][C:31]1[C:4]2=[CH:3][C:2]([C:38]#[C:37][CH2:36][O:35][CH3:34])=[CH:33][CH:32]=1)[C:18]([O:20][C:21]([CH3:23])([CH3:24])[CH3:22])=[O:19])=[O:12])([CH3:15])([CH3:16])[CH3:17] |^1:49,51,70,89|. Procedure details: A mixture of di-tert-butyl (6′-bromodispiro[1,3-oxazole-4,4′-chromene-3′,3″-oxetan]-2-yl)imidodicarbonate (150 mg, 0.286 mmol) and 3-methoxyprop-1-yne (0.072 mL, 0.86 mmol) in Et3N (1.5 mL) was purged with argon. To the mixture was added Pd(PPh3)4 (13 mg, 0.011 mmol) and CuBr (4.9 mg, 0.034 mmol), and the mixture was refluxed for 3 hours under an argon atmosphere. The mixture was partitioned between CHCl3 and brine, and filtered through celite. The organic layer of the filtrate was dried over Mg...